This data is from the Open Reaction Database (ORD), a public repository of structured organic reaction records. The task is: describe an organic reaction: reactants, conditions, products, and yield Starting materials: solution, [H-].C(C(C)C)[Al+]CC(C)C (diisobutylaluminum hydride), Cl (hydrochloric acid), OC(CC(=O)OCC)(C)C1=CC=C(C=C1)C(F)(F)F (Ethyl 3-hydroxy-3-[4-(trifluoromethyl)phenyl]butanoate). Solvent: ClCCl (dichloromethane), O1CCCC1 (tetrahydrofuran), O1CCCC1 (tetrahydrofuran). Run at time 3 hour. Product: FC(C1=CC=C(C=C1)C(CCO)(C)O)(F)F (3-[4-(Trifluoromethyl)phenyl]butane-1,3-diol). As a reaction SMILES: [OH:1][C:2]([C:10]1[CH:15]=[CH:14][C:13]([C:16]([F:19])([F:18])[F:17])=[CH:12][CH:11]=1)([CH3:9])[CH2:3][C:4](OCC)=[O:5].[H-].C([Al+]CC(C)C)C(C)C.Cl>O1CCCC1.ClCCl>[F:17][C:16]([F:18])([F:19])[C:13]1[CH:12]=[CH:11][C:10]([C:2]([OH:1])([CH3:9])[CH2:3][CH2:4][OH:5])=[CH:15][CH:14]=1 |f:1.2|. Procedure: 7.00 g (25.34 mmol) of the compound from Example 88A, dissolved in 150 ml of tetrahydrofuran, were added dropwise to 76.0 ml (76.0 mmol) of a 1N solution of diisobutylaluminum hydride in dichloromethane in 250 ml of tetrahydrofuran, and the reaction mixture was stirred at room temperature for 3 h. After addition of 1N hydrochloric acid, the phases were separated, the aqueous phase was extracted with dichloromethane, and the combined organic phases were washed with saturated aqueous sodium chlori... Reactants: CC=1SC=C(N1)C(=O)NC1=C2C=NN(C2=CC(=C1)[Sn](C)(C)C)S(=O)(=O)C1=CC=CC=C1 (2-Methyl-N-[1-(phenylsulfonyl)-6-(trimethylstannanyl)-1H-indazol-4-yl]-1,3-thiazole-4-carboxamide), BrC=1C=C(C(=NC1)OC)NC(C(C)O)=O (N-[5-bromo-2-(methyloxy)-3-pyridinyl]-2-hydroxypropanamide), CN(C)C=O (DMF). The reagents and catalysts are C=1C=CC(=CC1)[P](C=2C=CC=CC2)(C=3C=CC=CC3)[Pd]([P](C=4C=CC=CC4)(C=5C=CC=CC5)C=6C=CC=CC6)([P](C=7C=CC=CC7)(C=8C=CC=CC8)C=9C=CC=CC9)[P](C=1C=CC=CC1)(C=1C=CC=CC1)C=1C=CC=CC1 (Pd(PPh3)4). Run in CO (methanol). Conditions: temperature 120 celsius, time 30 minute. Product: OC(C(=O)NC=1C=C(C=NC1OC)C1=CC(=C2C=NNC2=C1)NC(=O)C=1N=C(SC1)C)C (N-{6-[5-[(2-Hydroxypropanoyl)amino]-6-(methyloxy)-3-pyridinyl]-1H-indazol-4-yl}-2-methyl-1,3-thiazole-4-carboxamide). Isolated yield 8.3%. As a reaction SMILES: [CH3:1][C:2]1[S:3][CH:4]=[C:5]([C:7]([NH:9][C:10]2[CH:18]=[C:17]([Sn](C)(C)C)[CH:16]=[C:15]3[C:11]=2[CH:12]=[N:13][N:14]3S(C2C=CC=CC=2)(=O)=O)=[O:8])[N:6]=1.Br[C:33]1[CH:34]=[C:35]([NH:41][C:42](=[O:46])[CH:43]([OH:45])[CH3:44])[C:36]([O:39][CH3:40])=[N:37][CH:38]=1.CN(C=O)C>C1C=CC([P]([Pd]([P](C2C=CC=CC=2)(C2C=CC=CC=2)C2C=CC=CC=2)([P](C2C=CC=CC=2)(C2C=CC=CC=2)C2C=CC=CC=2)[P](C2C=CC=CC=2)(C2C=CC=CC=2)C2C=CC=CC=2)(C2C=CC=CC=2)C2C=CC=CC=2)=CC=1.CO>[OH:45][CH:43]([CH3:44])[C:42]([NH:41][C:35]1[CH:34]=[C:33]([C:17]2[CH:16]=[C:15]3[C:11]([CH:12]=[N:13][NH:14]3)=[C:10]([NH:9][C:7]([C:5]3[N:6]=[C:2]([CH3:1])[S:3][CH:4]=3)=[O:8])[CH:18]=2)[CH:38]=[N:37][C:36]=1[O:39][CH3:40])=[O:46] |^1:55,57,76,95|. Reported procedure: 2-Methyl-N-[1-(phenylsulfonyl)-6-(trimethylstannanyl)-1H-indazol-4-yl]-1,3-thiazole-4-carboxamide (150 mg, 0.267 mmol), N-[5-bromo-2-(methyloxy)-3-pyridinyl]-2-hydroxypropanamide (88 mg, 0.321 mmol) and Pd(PPh3)4 (31 mg, 0.027 mmol) were weighed to a microwave vial. DMF (3 ml) was added and the reaction was heated in the microwave at 120° C. for 30 mins, then again at 120° C. for a further for 30 mins. The reaction mixture was passed through a 1 g silica cartridge, pre-conditioned with methanol,... The reactants are CC(=O)O, CO, O=[O+][O-], O, [Zn], C=CCC(C)C(=O)OCc1ccccc1. The product is CC(CC=O)C(=O)OCc1ccccc1. Reaction SMILES: [CH3:20][C:21]([OH:22])=[O:23].[CH3:24][OH:25].[O-:1][O+:2]=[O:3].[O:19].[Zn:26].[c:4]1([CH2:10][O:11][C:12]([CH:13]([CH2:14][CH:15]=[CH2:16])[CH3:17])=[O:18])[cH:5][cH:6][cH:7][cH:8][cH:9]1>>[c:4]1([CH2:10][O:11][C:12]([CH:13]([CH2:14][CH:15]=[O:22])[CH3:17])=[O:18])[cH:5][cH:6][cH:7][cH:8][cH:9]1.